Task: describe an organic reaction: reactants, conditions, products, and yield. Dataset: the Open Reaction Database (ORD), a public repository of structured organic reaction records Starting materials: C(C)OC(=O)C(C(=O)OCC)C1=CC=C(C=C1)O (ethyl 2-ethoxycarbonyl-2-(4-hydroxyphenyl)acetate), BrCC#N (bromoacetonitrile), C([O-])([O-])=O.[K+].[K+] (potassium carbonate). Run in CC(=O)C (acetone). Isolated yield 84.3%. RXN SMILES: [CH2:1]([O:3][C:4]([CH:6]([C:12]1[CH:17]=[CH:16][C:15]([OH:18])=[CH:14][CH:13]=1)[C:7]([O:9][CH2:10][CH3:11])=[O:8])=[O:5])[CH3:2].Br[CH2:20][C:21]#[N:22].C(=O)([O-])[O-].[K+].[K+]>CC(C)=O>[C:21]([CH2:20][O:18][C:15]1[CH:14]=[CH:13][C:12]([CH:6]([C:7]([O:9][CH2:10][CH3:11])=[O:8])[C:4]([O:3][CH2:1][CH3:2])=[O:5])=[CH:17][CH:16]=1)#[N:22] |f:2.3.4|. Procedure details: To 150 ml of acetone were added 14.58 g of ethyl 2-ethoxycarbonyl-2-(4-hydroxyphenyl)acetate, 8.8 g of bromoacetonitrile and 9.6 g of anhydrous potassium carbonate. After refluxing under heating for 5 hours, insoluble materials were removed by filtration, and the resulting filtrate was concentrated to dryness. The residue thus obtained was purified by silica gel column chromatography using toluene as an elution solvent, thereby obtaining 14.2 g of ethyl 2-[4-(cyanomethoxy)phenyl]-2-ethoxycarbony... Product: C(#N)COC1=CC=C(C=C1)C(C(=O)OCC)C(=O)OCC (ethyl 2-[4-(cyanomethoxy)phenyl]-2-ethoxycarbonylacetate). Starting materials: BrCCC=C1C2=C(OCOC3=C1C=CC=C3)C=CC=C2 (12-(3-bromo-1-propylidene)-12H-dibenzo[d,g][1,3]dioxocine), [I-].[Na+] (sodium iodide), C(C)OC(=O)C1CCNCC1 (4-piperidinecarboxylic acid ethyl ester), C([O-])([O-])=O.[K+].[K+] (potassium carbonate). Solvent: CN(C=O)C (N,N-dimethylformamide). Run at temperature 65 celsius. The product is C(C)OC(=O)C1CCN(CC1)CCC=C1C2=C(OCOC3=C1C=CC=C3)C=CC=C2 (1-(3-(12H-dibenzo[d,g][1,3]dioxocin-12-ylidene)-1-propyl)-4-piperidinecarboxylic acid ethyl ester). Isolated yield 47.0%. RXN SMILES: Br[CH2:2][CH2:3][CH:4]=[C:5]1[C:12]2[CH:13]=[CH:14][CH:15]=[CH:16][C:11]=2[O:10][CH2:9][O:8][C:7]2[CH:17]=[CH:18][CH:19]=[CH:20][C:6]1=2.[CH2:21]([O:23][C:24]([CH:26]1[CH2:31][CH2:30][NH:29][CH2:28][CH2:27]1)=[O:25])[CH3:22].C(=O)([O-])[O-].[K+].[K+].[I-].[Na+]>CN(C)C=O>[CH2:21]([O:23][C:24]([CH:26]1[CH2:31][CH2:30][N:29]([CH2:2][CH2:3][CH:4]=[C:5]2[C:12]3[CH:13]=[CH:14][CH:15]=[CH:16][C:11]=3[O:10][CH2:9][O:8][C:7]3[CH:17]=[CH:18][CH:19]=[CH:20][C:6]2=3)[CH2:28][CH2:27]1)=[O:25])[CH3:22] |f:2.3.4,5.6|. Procedure details: A mixture of 12-(3-bromo-1-propylidene)-12H-dibenzo[d,g][1,3]dioxocine (4.0 g, 12 mmol, prepared as described in example 1, 4-piperidinecarboxylic acid ethyl ester (1.9 g, 12 mmol), anhydrous potassium carbonate (5.0 g) and sodium iodide (0.2 g) in N,N-dimethylformamide (40 ml) was heated at 60-70° C. for 5 h. After cooling, the inorganic salts were filtered off and washed with benzene (40 ml), and the filtrate was diluted with additional benzene (120 ml). The benzene solution was washed with wa... Starting materials: COC=1N(C2=NC(=NC(=C2N1)N)OCC1OCCC1)C1OCCCC1 (8-(Methoxy)-2-[(tetrahydro-2-furanyl methyl)oxy]-9-(tetrahydro-2H-pyran-2-yl)-9H-purin-6-amine), FC(C(=O)O)(F)F (trifluoroacetic acid). Solvent: CO (methanol). Reaction conditions: time 24 hour. Product: FC(C(=O)O)(F)F.COC=1NC2=NC(=NC(=C2N1)N)OCC1OCCC1 (8-(Methoxy)-2-[(tetrahydro-2-furanylmethyl)oxy]-9H-Purin-6-amine trifluoroacetate salt). RXN SMILES: [CH3:1][O:2][C:3]1[N:4](C2CCCCO2)[C:5]2[C:10]([N:11]=1)=[C:9]([NH2:12])[N:8]=[C:7]([O:13][CH2:14][CH:15]1[CH2:19][CH2:18][CH2:17][O:16]1)[N:6]=2.[F:26][C:27]([F:32])([F:31])[C:28]([OH:30])=[O:29]>CO>[F:26][C:27]([F:32])([F:31])[C:28]([OH:30])=[O:29].[CH3:1][O:2][C:3]1[NH:4][C:5]2[C:10]([N:11]=1)=[C:9]([NH2:12])[N:8]=[C:7]([O:13][CH2:14][CH:15]1[CH2:19][CH2:18][CH2:17][O:16]1)[N:6]=2 |f:3.4|. Reported procedure: 8-(Methoxy)-2-[(tetrahydro-2-furanyl methyl)oxy]-9-(tetrahydro-2H-pyran-2-yl)-9H-purin-6-amine (1.1614 g) was dissolved in methanol (20 mL) and treated with neat trifluoroacetic acid (2 mL). The reaction mixture was stirred for 24 hours to give a white suspension. The reaction mixture was then evaporated to dryness under reduced pressure. The resultant white solid was suspended using ethyl acetate (10 mL) and then isolated by filtration, washing with ethyl acetate (2 mL). The solid was air-dried... Reactants: CSCCC(NC(=O)C(Cc1ccc(O)cc1)NC(=O)OC(C)(C)C)C(=O)NCC(=O)NC(Cc1ccccc1)C(=O)C1C2(N)CC3CC(C2)CC1(C(N)=O)C3, CC(=O)O, Cl, C1COCCO1. Yields the product Cl, CSCCC(NC(=O)C(N)Cc1ccc(O)cc1)C(=O)NCC(=O)NC(Cc1ccccc1)C(=O)C1C2(N)CC3CC(C2)CC1(C(N)=O)C3. Reaction SMILES: [C:1]([O:2][C:3]([CH3:4])([CH3:5])[CH3:6])(=[O:7])[NH:8][CH:9]([CH2:10][c:11]1[cH:12][cH:13][c:14]([OH:17])[cH:15][cH:16]1)[C:18](=[O:19])[NH:20][CH:21]([CH2:22][CH2:23][S:24][CH3:25])[C:26](=[O:27])[NH:28][CH2:29][C:30](=[O:31])[NH:32][CH:33]([CH2:34][c:35]1[cH:36][cH:37][cH:38][cH:39][cH:40]1)[C:41](=[O:42])[CH:43]1[C:44]2([C:54](=[O:55])[NH2:56])[CH2:45][CH:46]3[CH2:47][CH:48]([CH2:49][C:50]1([NH2:52])[CH2:51]3)[CH2:53]2.[CH3:58][C:59](=[O:60])[OH:61].[ClH:57].[O:62]1[CH2:63][CH2:64][O:65][CH2:66][CH2:67]1>>[ClH:57].[NH2:8][CH:9]([CH2:10][c:11]1[cH:12][cH:13][c:14]([OH:17])[cH:15][cH:16]1)[C:18](=[O:19])[NH:20][CH:21]([CH2:22][CH2:23][S:24][CH3:25])[C:26](=[O:27])[NH:28][CH2:29][C:30](=[O:31])[NH:32][CH:33]([CH2:34][c:35]1[cH:36][cH:37][cH:38][cH:39][cH:40]1)[C:41](=[O:42])[CH:43]1[C:44]2([C:54](=[O:55])[NH2:56])[CH2:45][CH:46]3[CH2:47][CH:48]([CH2:49][C:50]1([NH2:52])[CH2:51]3)[CH2:53]2. RXN SMILES: [C:16]([CH3:17])([CH3:18])([CH3:19])[O:20][C:21]([NH:22][NH2:23])=[O:24].[C:25]([BH3-:26])#[N:27].[CH2:29]1[O:30][CH2:31][CH2:32][CH2:33]1.[Na+:28].[c:1]1([CH2:7][CH2:8][C:9]([C:10](=[O:11])[O:12][CH2:13][CH3:14])=[O:15])[cH:2][cH:3][cH:4][cH:5][cH:6]1>>[c:1]1([CH2:7][CH2:8][CH:9]([C:10](=[O:11])[O:12][CH2:13][CH3:14])[NH:23][NH:22][C:21]([O:20][C:16]([CH3:17])([CH3:18])[CH3:19])=[O:24])[cH:2][cH:3][cH:4][cH:5][cH:6]1. Reactants: CC(C)(C)OC(=O)NN, [BH3-]C#N, C1CCOC1, [Na+], CCOC(=O)C(=O)CCc1ccccc1. The product is CCOC(=O)C(CCc1ccccc1)NNC(=O)OC(C)(C)C. Reactants: ClCl (chlorine), ClN(C(=O)OCC)Cl (N,N-dichlorourethane), C(C)(C)(C)C=1OC2=C(N1)C(=CC=C2N2C(N(C(=CC2=O)C(F)(F)F)C)=O)Cl (3-(2-t-butyl-4-chlorobenzoxazol-7-yl)-1-methyl-6-trifluoromethyl-2,4-(1H,3H)-pyrimidinedione), ( I ). The product is C(C)(C)(C)C=1OC2=C(N1)C(=CC=C2N2C(N(C(=C(C2=O)Cl)C(F)(F)F)C)=O)Cl (3-(2-t-butyl-4-chlorobenzoxazol-7-yl)-1-methyl-5-chloro-6-trifluoromethyl-2,4-(1H,3H)-pyrimidinedione). Reaction SMILES: ClCl.[C:3]([C:7]1[O:8][C:9]2[C:15]([N:16]3[C:21](=[O:22])[CH:20]=[C:19]([C:23]([F:26])([F:25])[F:24])[N:18]([CH3:27])[C:17]3=[O:28])=[CH:14][CH:13]=[C:12]([Cl:29])[C:10]=2[N:11]=1)([CH3:6])([CH3:5])[CH3:4].[Cl:30]N(Cl)C(OCC)=O>>[C:3]([C:7]1[O:8][C:9]2[C:15]([N:16]3[C:21](=[O:22])[C:20]([Cl:30])=[C:19]([C:23]([F:25])([F:24])[F:26])[N:18]([CH3:27])[C:17]3=[O:28])=[CH:14][CH:13]=[C:12]([Cl:29])[C:10]=2[N:11]=1)([CH3:6])([CH3:4])[CH3:5]. Reported procedure: At this point additional substituents may be optionally added to the pyrimidinedione ring. For example, a chlorine moiety was added to the 3-(2-t-butyl-4-chlorobenzoxazol-7-yl)-1-methyl-6-trifluoromethyl-2,4-(1H,3H)-pyrimidinedione molecule (I) by treating it with N,N-dichlorourethane under acidic conditions, affording 3-(2-t-butyl-4-chlorobenzoxazol-7-yl)-1-methyl-5-chloro-6-trifluoromethyl-2,4-(1H,3H)-pyrimidinedione (III). In addition, the 3-[2-(substituted-methoxyalkyl)-substituted-benzoxazo... Reactants: cuprous bromide, Br (hydrobromic acid), NC1=C(C=C(C=C1S(=O)(=O)O)S(=O)(=O)O)S(=O)(=O)O (2-amino-benzene-1,3,5-trisulfonic acid), [Na] (sodium), diazonium salt, Br (hydrobromic acid), N(=O)[O-].[Na+] (sodium nitrite). Run in O (water), O (water). Yields the product BrC1=C(C=C(C=C1S(=O)(=O)O)S(=O)(=O)O)S(=O)(=O)O (2-bromo-benzene-1,3,5-trisulfonic acid), [Na] (sodium). As a reaction SMILES: N[C:2]1[C:7]([S:8]([OH:11])(=[O:10])=[O:9])=[CH:6][C:5]([S:12]([OH:15])(=[O:14])=[O:13])=[CH:4][C:3]=1[S:16]([OH:19])(=[O:18])=[O:17].[Na:20].[BrH:21].N([O-])=O.[Na+]>O>[Br:21][C:2]1[C:7]([S:8]([OH:11])(=[O:10])=[O:9])=[CH:6][C:5]([S:12]([OH:15])(=[O:14])=[O:13])=[CH:4][C:3]=1[S:16]([OH:19])(=[O:18])=[O:17].[Na:20] |f:3.4,^1:19,45|. Procedure details: The 2-amino-benzene-1,3,5-trisulfonic acid, sodium salt can be dissolved in water and treated with 48% hydrobromic acid (5 equivalents). A solution of sodium nitrite (2 equivalents) in water can be added dropwise and stirred until the precipitation of the diazonium salt is complete. A solution of cuprous bromide (1 equivalent) in 48% hydrobromic acid (5 equivalents) can be added in one portion and the mixture stirred until gas evolution ceases followed by heating to a reflux. The solution can be...